describe an organic reaction: reactants, conditions, products, and yield From a dataset of the Open Reaction Database (ORD), a public repository of structured organic reaction records. Starting materials: OC1=CC=C(C=C1)O (1,4-dihydroxybenzene), ClCCC#N (3-chloropropionitrile), [OH-].[Na+] (NaOH), C1CCOC1 (THF). Run in CN(C)C=O (DMF), O (water). Conditions: temperature 60 celsius, time 8 hour. Product: OC1=CC=C(OCCC#N)C=C1 (3-(4-Hydroxyphenoxy)Propionitrile). As a reaction SMILES: [OH:1][C:2]1[CH:7]=[CH:6][C:5]([OH:8])=[CH:4][CH:3]=1.Cl[CH2:10][CH2:11][C:12]#[N:13].[OH-].[Na+].C1COCC1>CN(C=O)C.O>[OH:1][C:2]1[CH:7]=[CH:6][C:5]([O:8][CH2:10][CH2:11][C:12]#[N:13])=[CH:4][CH:3]=1 |f:2.3|. Procedure details: A mixture of 1.43 g (0.013 mol) 1,4-dihydroxybenzene, 1.15 g (0.013 mol) 3-chloropropionitrile and 15 ml (2N, NaOH) in 15 ml DMF anmd 50 ml THF is stirred overnight at 60° C. bath temperature. The reaction mixture is poured into water and extracted with ether. The ether extract is washed with water, dried and concentrated to dryness under reduced pressure. The residue is passed through a silica gel column using hexane/ethylacetate (3:1) as eluent. Evaporation of eluent gives the desired product ... The reactants are COC1=C(C=C(C=C1)OC)O (2,5-dimethoxyphenol), C(=O)([O-])[O-].[K+].[K+] (K2CO3), ClCCCBr (3-chlorobromopropane). The solvent is CC(=O)C (acetone). Yields the product ClCCCOC1=C(C=CC(=C1)OC)OC (2-(3-Chloropropoxy)-1,4-dimethoxybenzene). Yield: 86.2%. RXN SMILES: [CH3:1][O:2][C:3]1[CH:8]=[CH:7][C:6]([O:9][CH3:10])=[CH:5][C:4]=1[OH:11].C([O-])([O-])=O.[K+].[K+].[Cl:18][CH2:19][CH2:20][CH2:21]Br>CC(C)=O>[Cl:18][CH2:19][CH2:20][CH2:21][O:11][C:4]1[CH:5]=[C:6]([O:9][CH3:10])[CH:7]=[CH:8][C:3]=1[O:2][CH3:1] |f:1.2.3|. Reported procedure: A mixture of 2,5-dimethoxyphenol (29 g, 0.19 mol), K2CO3 (35 g), 3-chlorobromopropane (38.5 g, 0.25 mol) and acetone (250 ml) was stirred and refluxed for 6 hours, and then stirred at ambient temperature for 16 hours. The reaction was filtered, and the filtrate was concentrated to an orange liquid. The liquid was taken up into Et2O, and the organic layer washed with 1N NaOH, H2O, dried (MgSO4) and was concentrated to yield 37.8 g of an orange solid. An 11.7 g sample of this solid was flash chrom... Starting materials: ClC=1N=C(C2=C(N1)C=C(S2)C=O)N2CCOCC2 (2-Chloro-4-morpholin-4-yl-thieno[3,2-d]pyrimidine-6-carbaldehyde), COCCN(C(=O)N1CCNCC1)C (piperazine-1-carboxylic acid (2-methoxy-ethyl)-methyl-amide). Yields the product COCCN(C(=O)N1CCN(CC1)CC1=CC=2N=C(N=C(C2S1)N1CCOCC1)Cl)C (4-(2-Chloro-4-morpholin-4-yl-thieno[3,2-d]pyrimidin-6-ylmethyl)-piperazine-1-carboxylic acid (2-methoxy-ethyl)-methyl-amide). RXN SMILES: [Cl:1][C:2]1[N:3]=[C:4]([N:13]2[CH2:18][CH2:17][O:16][CH2:15][CH2:14]2)[C:5]2[S:10][C:9]([CH:11]=O)=[CH:8][C:6]=2[N:7]=1.[CH3:19][O:20][CH2:21][CH2:22][N:23]([CH3:32])[C:24]([N:26]1[CH2:31][CH2:30][NH:29][CH2:28][CH2:27]1)=[O:25]>>[CH3:19][O:20][CH2:21][CH2:22][N:23]([CH3:32])[C:24]([N:26]1[CH2:31][CH2:30][N:29]([CH2:11][C:9]2[S:10][C:5]3[C:4]([N:13]4[CH2:18][CH2:17][O:16][CH2:15][CH2:14]4)=[N:3][C:2]([Cl:1])=[N:7][C:6]=3[CH:8]=2)[CH2:28][CH2:27]1)=[O:25]. Procedure details: Reaction between 2-chloro-4-morpholin-4-yl-thieno[3,2-d]pyrimidine-6-carbaldehyde 10 from Example 3 and piperazine-1-carboxylic acid (2-methoxy-ethyl)-methyl-amide using General Procedure B-3 yielded 4-(2-Chloro-4-morpholin-4-yl-thieno[3,2-d]pyrimidin-6-ylmethyl)-piperazine-1-carboxylic acid (2-methoxy-ethyl)-methyl-amide. Starting materials: C(C)OC(=O)C(CS(=O)(=O)C(C(=O)Cl)(C)C)CC1=CC=CC=C1 ((RS)-2-[[2-[(ethoxy)carbonyl]-3-phenylpropyl]sulfonyl]-2-methylpropionyl chloride), N1CCSCC1 (thiomorpholine), ( a ), ( c ). Yields the product CC(C)(C(=O)N1CCSCC1)S(=O)(=O)C[C@H](C(=O)O)CC1=CC=CC=C1 ((S)-α-[[[1-methyl-1-[(tetrahydro-4H-1,4-thiazin-4-yl)carbonyl]ethyl]sulfonyl]methyl]hydrocinnamic acid). Reaction SMILES: C([O:3][C:4]([CH:6]([CH2:17][C:18]1[CH:23]=[CH:22][CH:21]=[CH:20][CH:19]=1)[CH2:7][S:8]([C:11]([CH3:16])([CH3:15])[C:12](Cl)=[O:13])(=[O:10])=[O:9])=[O:5])C.[NH:24]1[CH2:29][CH2:28][S:27][CH2:26][CH2:25]1>>[CH3:15][C:11]([S:8]([CH2:7][C@@H:6]([CH2:17][C:18]1[CH:19]=[CH:20][CH:21]=[CH:22][CH:23]=1)[C:4]([OH:3])=[O:5])(=[O:9])=[O:10])([C:12]([N:24]1[CH2:29][CH2:28][S:27][CH2:26][CH2:25]1)=[O:13])[CH3:16]. Procedure details: In an analogous manner to that described in Example 1, paragraphs (d) and (e), starting from 2-mercaptoisobutyric acid and ethyl 2-benzylacrylate there was obtained (RS)-2-[[2-[(ethoxy)carbonyl]-3-phenylpropyl]sulfonyl]-2-methylpropionyl chloride, reaction of which with thiomorpholine analogously to Example 2, paragraph (a), and subsequent enzymatic hydrolysis analogously to Example 6, paragraph (c), yielded (S)-α-[[[1-methyl-1-[(tetrahydro-4H-1,4-thiazin-4-yl)carbonyl]ethyl]sulfonyl]methyl]hydr... The product is O=C1CC(c2cccc(-n3ccnn3)c2)=Nc2ccc(-c3cccc(F)c3F)cc2N1. The reactants are CC(C)(C)OC(=O)Nc1ccc(-c2cccc(F)c2F)cc1NC(=O)CC(=O)c1cccc(-n2ccnn2)c1, ClCCl, O=C(O)C(F)(F)F. RXN SMILES: [C:1]([O:2][C:3](=[O:4])[NH:7][c:8]1[c:9]([NH:22][C:23]([CH2:24][C:25](=[O:5])[c:26]2[cH:27][c:28](-[n:32]3[n:33][n:34][cH:35][cH:36]3)[cH:29][cH:30][cH:31]2)=[O:38])[cH:10][c:11](-[c:14]2[c:15]([F:21])[c:16]([F:20])[cH:17][cH:18][cH:19]2)[cH:12][cH:13]1)([CH3:6])([CH3:37])[CH3:39].[Cl:47][CH2:48][Cl:49].[F:40][C:41]([F:42])([F:43])[C:44]([OH:45])=[O:46]>>[N:7]1=[C:25]([c:26]2[cH:27][c:28](-[n:32]3[n:33][n:34][cH:35][cH:36]3)[cH:29][cH:30][cH:31]2)[CH2:24][C:23](=[O:38])[NH:22][c:9]2[c:8]1[cH:13][cH:12][c:11](-[c:14]1[c:15]([F:21])[c:16]([F:20])[cH:17][cH:18][cH:19]1)[cH:10]2. Reactants: CC(C)C(=O)Cl, ClC(Cl)Cl, CCC(CC)CC1(C(=O)Nc2cc3ccccc3cc2S)CCCCC1, c1ccncc1. Yields the product CCC(CC)CC1(C(=O)Nc2cc3ccccc3cc2SC(=O)C(C)C)CCCCC1. RXN SMILES: [C:31]([CH:32]([CH3:33])[CH3:34])(=[O:35])[Cl:36].[CH:1]([Cl:2])([Cl:3])[Cl:4].[SH:5][c:6]1[c:7]([NH:16][C:17](=[O:18])[C:19]2([CH2:25][CH:26]([CH2:27][CH3:28])[CH2:29][CH3:30])[CH2:20][CH2:21][CH2:22][CH2:23][CH2:24]2)[cH:8][c:9]2[cH:10][cH:11][cH:12][cH:13][c:14]2[cH:15]1.[cH:37]1[cH:38][cH:39][n:40][cH:41][cH:42]1>>[S:5]([c:6]1[c:7]([NH:16][C:17](=[O:18])[C:19]2([CH2:25][CH:26]([CH2:27][CH3:28])[CH2:29][CH3:30])[CH2:20][CH2:21][CH2:22][CH2:23][CH2:24]2)[cH:8][c:9]2[cH:10][cH:11][cH:12][cH:13][c:14]2[cH:15]1)[C:31]([CH:32]([CH3:33])[CH3:34])=[O:35]. The reactants are CC(C)(C)[SiH2]OC(C)(C)c1ccc(F)c(O[Si](C)(C)C(C)(C)C)c1, C1CCOC1, COB(OC)OC, CC(=O)O, [Li]C(C)CC, OO. The product is CC(C)(C)[SiH2]OC(C)(C)c1cc(O)c(F)c(O[Si](C)(C)C(C)(C)C)c1. As a reaction SMILES: [C:1]([CH3:2])([CH3:3])([CH3:4])[Si:5]([O:6][c:7]1[c:8]([F:22])[cH:9][cH:10][c:11]([C:13]([O:14][SiH2:15][C:16]([CH3:17])([CH3:18])[CH3:19])([CH3:20])[CH3:21])[cH:12]1)([CH3:23])[CH3:24].[CH2:43]1[O:44][CH2:45][CH2:46][CH2:47]1.[CH3:30][O:31][B:32]([O:33][CH3:34])[O:35][CH3:36].[CH3:37][C:38](=[O:39])[OH:40].[CH:25]([Li:26])([CH2:27][CH3:28])[CH3:29].[OH:41][OH:42]>>[C:1]([CH3:2])([CH3:3])([CH3:4])[Si:5]([O:6][c:7]1[c:8]([F:22])[c:9]([OH:31])[cH:10][c:11]([C:13]([O:14][SiH2:15][C:16]([CH3:17])([CH3:18])[CH3:19])([CH3:20])[CH3:21])[cH:12]1)([CH3:23])[CH3:24]. The reactants are NNC(=S)NN (thiocarbohydrazide), OCC(=O)O (hydroxyacetic acid). Run in O (water). Conditions: temperature 130 celsius, time 20 minute. Product: NN1C(=NN=C1S)CO (4-Amino-5-mercapto-4H-1,2,4-triazole-3-methanol). Isolated yield 47.9%. Reaction SMILES: [NH2:1][NH:2][C:3]([NH:5][NH2:6])=[S:4].[OH:7][CH2:8][C:9](O)=O>O>[NH2:6][N:5]1[C:3]([SH:4])=[N:2][N:1]=[C:9]1[CH2:8][OH:7]. Procedure: A mixture of 10.6 g (0.1 mole) of thiocarbohydrazide and 25.0 g (0.33 mole) of hydroxyacetic acid were heated and stirred at 130° C. for 20 minutes. The mixture is cooled to room temperature and diluted with 25 ml of water. It is then cooled for 24 hours at 11° C., yielding 7.0 g of crystals. The latter are recrystallized from chloroform/methanol, affording 4.5 g of solvated product. The product is dried in vacuo, affording 2.0 g of pale yellow crystals of 4-amino-5-mercapto-4H-1,2,4-triazole-3-...